Dataset: the Open Reaction Database (ORD), a public repository of structured organic reaction records. Task: describe an organic reaction: reactants, conditions, products, and yield The reactants are BrC=1N=C(N(C1C(=O)NCC1=C(C(=C(C=C1)Cl)OC1=CC(=CC(=C1)C#N)Cl)F)COCC[Si](C)(C)C)CO (4-bromo-N-({4-chloro-3-[(3-chloro-5-cyanophenyl)oxy]-2-fluorophenyl}methyl)-2-(hydroxymethyl)-1-({[2-(trimethylsilyl)ethyl]oxy}methyl)-1H-imidazole-5-carboxamide), CCN(C(C)C)C(C)C (DIEA), N (Ammonia), solution. The solvent is CN(C)C=O (DMF), CO (methanol). Run at time 1 hour. Yields the product NCC=1NC(=C(N1)Br)C(=O)NCC1=C(C(=C(C=C1)Cl)OC1=CC(=CC(=C1)C#N)Cl)F (2-(aminomethyl)-4-bromo-N-({4-chloro-3-[(3-chloro-5-cyanophenyl)oxy]-2-fluorophenyl}methyl)-1H-imidazole-5-carboxamide). Yield: 5.2%. RXN SMILES: [Br:1][C:2]1[N:3]=[C:4]([CH2:37]O)[N:5](COCC[Si](C)(C)C)[C:6]=1[C:7]([NH:9][CH2:10][C:11]1[CH:16]=[CH:15][C:14]([Cl:17])=[C:13]([O:18][C:19]2[CH:24]=[C:23]([C:25]#[N:26])[CH:22]=[C:21]([Cl:27])[CH:20]=2)[C:12]=1[F:28])=[O:8].CC[N:41](C(C)C)C(C)C.N>CN(C=O)C.CO>[NH2:41][CH2:37][C:4]1[NH:5][C:6]([C:7]([NH:9][CH2:10][C:11]2[CH:16]=[CH:15][C:14]([Cl:17])=[C:13]([O:18][C:19]3[CH:24]=[C:23]([C:25]#[N:26])[CH:22]=[C:21]([Cl:27])[CH:20]=3)[C:12]=2[F:28])=[O:8])=[C:2]([Br:1])[N:3]=1. Procedure details: Ms-CI (0.023 ml, 0.30 mmol) was added to a solution of 4-bromo-N-({4-chloro-3-[(3-chloro-5-cyanophenyl)oxy]-2-fluorophenyl}methyl)-2-(hydroxymethyl)-1-({[2-(trimethylsilyl)ethyl]oxy}methyl)-1H-imidazole-5-carboxamide (0.097 g, 0.15 mmol) and DIEA (0.26 ml, 1.50 mmol) in DMF (1 ml) and the reaction mixture was stirred at room temperature for 1 h. Ammonia (1 ml of a 7M solution in methanol, 7.00 mmol) was added and stirring was continued overnight. Deprotection using similar procedures as that des...